This data is from the Open Reaction Database (ORD), a public repository of structured organic reaction records. The task is: describe an organic reaction: reactants, conditions, products, and yield Reactants: C1=CC(=CC=C1O)C (p-cresol), C=CC1=CC=CC=C1 (styrene), C=CC1=CC=CC=C1 (styrene), FC(S(=O)(=O)O)(F)F (trifluoromethane sulfonic acid), C=CC1=CC=CC=C1 (styrene), C1=CC(=CC=C1O)C (p-cresol). Conditions: temperature 70 celsius, time 3 hour. The product is C(=CC1=CC=CC=C1)C1=CC(=CC(=C1O)C=CC1=CC=CC=C1)C (2,6-Distyryl-p-cresol). As a reaction SMILES: [CH:1]1[C:6]([OH:7])=[CH:5][CH:4]=[C:3]([CH3:8])[CH:2]=1.FC(F)(F)S(O)(=O)=O.[CH2:17]=[CH:18][C:19]1[CH:24]=[CH:23][CH:22]=[CH:21][CH:20]=1>>[CH:17]([C:5]1[C:6]([OH:7])=[C:1]([CH:17]=[CH:18][C:19]2[CH:24]=[CH:23][CH:22]=[CH:21][CH:20]=2)[CH:2]=[C:3]([CH3:8])[CH:4]=1)=[CH:18][C:19]1[CH:24]=[CH:23][CH:22]=[CH:21][CH:20]=1. Procedure details: To a one liter round-bottomed flask equipped with a stirrer, thermometer, and addition funnel was charged 151.3 grams (1.4 moles) of p-cresol. The mixture was heated to 70° C., followed by the addition of 5 μL of trifluoromethane sulfonic acid via a 100 μL syringe. Under a nitrogen blanket, 284.5 grams (2.73 moles) of styrene was placed into the funnel and then added dropwise, with stirring, over a period of three hours. During styrene addition, the pot temperature did not exceed 80° C. Stirring...